This data is from the Open Reaction Database (ORD), a public repository of structured organic reaction records. The task is: describe an organic reaction: reactants, conditions, products, and yield Reactants: CC#CC1=CCN(C(=O)OC(C)(C)C)CC1, CC(C)(C)OC(=O)N1CC=C(c2cn(-c3ccccc3Cl)nn2)CC1. Yields the product Cc1c(C2=CCN(C(=O)OC(C)(C)C)CC2)nnn1-c1ccccc1Cl. Reaction SMILES: [C:26]([C:27]1=[CH:39][CH2:38][N:30]([C:31]([O:32][C:33]([CH3:34])([CH3:35])[CH3:36])=[O:37])[CH2:29][CH2:28]1)#[C:40][CH3:41].[Cl:1][c:2]1[c:3](-[n:8]2[n:9][n:10][c:11]([C:13]3=[CH:18][CH2:17][N:16]([C:19](=[O:20])[O:21][C:22]([CH3:23])([CH3:24])[CH3:25])[CH2:15][CH2:14]3)[cH:12]2)[cH:4][cH:5][cH:6][cH:7]1>>[Cl:1][c:2]1[c:3](-[n:8]2[n:9][n:10][c:11]([C:13]3=[CH:18][CH2:17][N:16]([C:19](=[O:20])[O:21][C:22]([CH3:23])([CH3:24])[CH3:25])[CH2:15][CH2:14]3)[c:12]2[CH3:26])[cH:4][cH:5][cH:6][cH:7]1.